This data is from the Open Reaction Database (ORD), a public repository of structured organic reaction records. The task is: describe an organic reaction: reactants, conditions, products, and yield Reactants: Cc1nc2ccc(CNC(=O)OC(C)(C)C)cc2c(=O)n1C1CCC(=O)NC1=O, ClCCl, CO, Cl. Product: Cl, Cc1nc2ccc(CN)cc2c(=O)n1C1CCC(=O)NC1=O. RXN SMILES: [C:1]([O:2][C:3](=[O:4])[NH:7][CH2:8][c:9]1[cH:10][c:11]2[c:12](=[O:28])[n:13]([CH:20]3[C:21](=[O:27])[NH:22][C:23](=[O:26])[CH2:24][CH2:25]3)[c:14]([CH3:19])[n:15][c:16]2[cH:17][cH:18]1)([CH3:5])([CH3:6])[CH3:29].[CH2:33]([Cl:34])[Cl:35].[CH3:31][OH:32].[ClH:30]>>[ClH:30].[NH2:7][CH2:8][c:9]1[cH:10][c:11]2[c:12](=[O:28])[n:13]([CH:20]3[C:21](=[O:27])[NH:22][C:23](=[O:26])[CH2:24][CH2:25]3)[c:14]([CH3:19])[n:15][c:16]2[cH:17][cH:18]1. Isolated yield 23.1%. Reported procedure: Example 4 was prepared in an analogous manner to Example 1 using a mixture of Intermediate 1 (0.055 g) and (4-fluorophenyl)acetic acid (0.031 g) to give thetitle compound (0.019 g). Yields the product ClC=1C=C(CN2CC(OCC2)CNC(CC2=CC=C(C=C2)F)=O)C=CC1Cl (N-{[4-(3,4-Dichlorobenzyl)morpholin-2-yl]methyl}-2-(4-fluorophenyl)acetamide). Reactants: ClC=1C=C(CN2CC(OCC2)CN)C=CC1Cl ([4-(3,4-Dichlorobenzyl)morpholin-2-yl]methylamine), FC1=CC=C(C=C1)CC(=O)O ((4-fluorophenyl)acetic acid). Reaction SMILES: [Cl:1][C:2]1[CH:3]=[C:4]([CH:14]=[CH:15][C:16]=1[Cl:17])[CH2:5][N:6]1[CH2:11][CH2:10][O:9][CH:8]([CH2:12][NH2:13])[CH2:7]1.[F:18][C:19]1[CH:24]=[CH:23][C:22]([CH2:25][C:26](O)=[O:27])=[CH:21][CH:20]=1>>[Cl:1][C:2]1[CH:3]=[C:4]([CH:14]=[CH:15][C:16]=1[Cl:17])[CH2:5][N:6]1[CH2:11][CH2:10][O:9][CH:8]([CH2:12][NH:13][C:26](=[O:27])[CH2:25][C:22]2[CH:23]=[CH:24][C:19]([F:18])=[CH:20][CH:21]=2)[CH2:7]1. Starting materials: product, FC1=C(COC2=CC(N(C(=C2)C)C2=C(C=CC(=C2)CO)C)=O)C=CC(=C1)F (4-[(2,4-difluorobenzyl)oxy]-1-[5-(hydroxymethyl)-2-methylphenyl]-6-methyl-pyridin-2(1H)-one), ClN1C(CCC1=O)=O (N-chlorosuccinimide). Run in C(Cl)Cl (CH2Cl2). Product: ClC=1C(N(C(=CC1OCC1=C(C=C(C=C1)F)F)C)C1=C(C=CC(=C1)CO)C)=O (3-chloro-4-[(2,4-difluorobenzyl)oxy]-1-[5-(hydroxymethyl)-2-methylphenyl]-6-methylpyridin-2(1H)-one), solid. Isolated yield 21.0%. As a reaction SMILES: [F:1][C:2]1[CH:26]=[C:25]([F:27])[CH:24]=[CH:23][C:3]=1[CH2:4][O:5][C:6]1[CH:11]=[C:10]([CH3:12])[N:9]([C:13]2[CH:18]=[C:17]([CH2:19][OH:20])[CH:16]=[CH:15][C:14]=2[CH3:21])[C:8](=[O:22])[CH:7]=1.[Cl:28]N1C(=O)CCC1=O>C(Cl)Cl>[Cl:28][C:7]1[C:8](=[O:22])[N:9]([C:13]2[CH:18]=[C:17]([CH2:19][OH:20])[CH:16]=[CH:15][C:14]=2[CH3:21])[C:10]([CH3:12])=[CH:11][C:6]=1[O:5][CH2:4][C:3]1[CH:23]=[CH:24][C:25]([F:27])=[CH:26][C:2]=1[F:1]. Procedure details: The title compound was prepared by a procedure similar to the one described for Example 481, except that the product from Step 2, Example 481 was chlorinated instead of being brominated. The procedure is as follows: 4-[(2,4-difluorobenzyl)oxy]-1-[5-(hydroxymethyl)-2-methylphenyl]-6-methyl-pyridin-2(1H)-one (from Step 2, Example 481 above) (7.0 g, 18.8 mmol) was refluxed with N-chlorosuccinimide (2.5 g, 18.8 mmol) in 50 ml of CH2Cl2 overnight. The reaction was evaporated on a rotary evaporator an... Starting materials: C(C1=CC=CC=C1)(=O)N1CC(C1)NC1=C2C3=C(C(NC2=NC=C1)=O)C=CC=C3 (1-(1-Benzoylazetidin-3-ylamino)benzo[c][1,8]naphthyridin-6(5H)-one), C1(=CC=CC=C1)CC(=O)O (phenylacetic acid). The product is C1(=CC=CC=C1)CC(=O)N1CC(C1)NC1=C2C3=C(C(NC2=NC=C1)=O)C=CC=C3 (1-(1-(2-Phenylacetyl)azetidin-3-ylamino)benzo[c][1,8]naphthyridin-6(5H)-one). RXN SMILES: [C:1]([N:9]1[CH2:12][CH:11]([NH:13][C:14]2[CH:23]=[CH:22][N:21]=[C:20]3[C:15]=2[C:16]2[CH:28]=[CH:27][CH:26]=[CH:25][C:17]=2[C:18](=[O:24])[NH:19]3)[CH2:10]1)(=[O:8])[C:2]1[CH:7]=[CH:6][CH:5]=[CH:4][CH:3]=1.[C:29]1(CC(O)=O)C=CC=CC=1>>[C:7]1([CH2:2][C:1]([N:9]2[CH2:12][CH:11]([NH:13][C:14]3[CH:23]=[CH:22][N:21]=[C:20]4[C:15]=3[C:16]3[CH:28]=[CH:27][CH:26]=[CH:25][C:17]=3[C:18](=[O:24])[NH:19]4)[CH2:10]2)=[O:8])[CH:6]=[CH:5][CH:4]=[CH:3][CH:29]=1. Procedure details: The title compound was synthesized according to the procedure described for the preparation of Example 360 using the amine intermediate from example 366 and phenylacetic acid to provide 368. LC-MS (M+H=385, obsd.=385). Reactants: O=C(Cl)c1ccncc1, CCNc1cc(OC)ccc1C1CCc2cc(OC)ccc2C1, CC[N-]c1cc(OC)ccc1C1CCc2cc(OC)ccc2C1, Cl, O=C(O)c1ccncc1. Product: CCN(Cc1ccncc1)c1cc(OC)ccc1C1CCc2cc(OC)ccc2C1. RXN SMILES: [C:25]([c:26]1[cH:27][cH:28][n:29][cH:30][cH:31]1)([Cl:32])=[O:33].[CH2:1]([CH3:2])[NH:3][c:4]1[c:5]([CH:12]2[CH2:13][c:14]3[cH:15][cH:16][c:17]([O:22][CH3:23])[cH:18][c:19]3[CH2:20][CH2:21]2)[cH:6][cH:7][c:8]([O:10][CH3:11])[cH:9]1.[CH2:34]([N-:35][c:36]1[cH:37][c:38]([O:39][CH3:40])[cH:41][cH:42][c:43]1[CH:44]1[CH2:45][CH2:46][c:47]2[c:48]([cH:49][cH:50][c:51]([O:52][CH3:53])[cH:54]2)[CH2:55]1)[CH3:56].[ClH:24].[n:57]1[cH:58][cH:59][c:60]([C:61]([OH:62])=[O:63])[cH:64][cH:65]1>>[CH2:1]([CH3:2])[N:3]([c:4]1[c:5]([CH:12]2[CH2:13][c:14]3[cH:15][cH:16][c:17]([O:22][CH3:23])[cH:18][c:19]3[CH2:20][CH2:21]2)[cH:6][cH:7][c:8]([O:10][CH3:11])[cH:9]1)[CH2:25][c:26]1[cH:27][cH:28][n:29][cH:30][cH:31]1.